Dataset: the Open Reaction Database (ORD), a public repository of structured organic reaction records. Task: describe an organic reaction: reactants, conditions, products, and yield Starting materials: CC(C)(C)c1ccc(N)cc1, COc1cccc2cc(C(=O)O)oc12. The product is COc1cccc2cc(C(=O)Nc3ccc(C(C)(C)C)cc3)oc12. As a reaction SMILES: [C:15]([CH3:16])([CH3:17])([CH3:18])[c:19]1[cH:20][cH:21][c:22]([NH2:23])[cH:24][cH:25]1.[CH3:1][O:2][c:3]1[cH:4][cH:5][cH:6][c:7]2[cH:8][c:9]([C:12](=[O:13])[OH:14])[o:10][c:11]12>>[CH3:1][O:2][c:3]1[cH:4][cH:5][cH:6][c:7]2[cH:8][c:9]([C:12](=[O:14])[NH:23][c:22]3[cH:21][cH:20][c:19]([C:15]([CH3:16])([CH3:17])[CH3:18])[cH:25][cH:24]3)[o:10][c:11]12.